This data is from the Open Reaction Database (ORD), a public repository of structured organic reaction records. The task is: describe an organic reaction: reactants, conditions, products, and yield Starting materials: C(C)(C)(C)OC(=O)N1CC(C1)OC1=C(C=CC(=C1)Cl)O (3-(5-chloro-2-hydroxy-phenoxy)-azetidine-1-carboxylic acid tert-butyl ester), O1CC(CC1)CO (tetrahydro-furan-3-yl-methanol), C(#N)C=P(CCCC)(CCCC)CCCC (cyanomethylenetri-n-butylphosphorane). The solvent is C1(=CC=CC=C1)C (toluene). Run at temperature 120 celsius. Product: C(C)(C)(C)OC(=O)N1CC(C1)OC1=C(C=CC(=C1)Cl)OCC1COCC1 (3-[5-chloro-2-(tetrahydro-furan-3-ylmethoxy)-phenoxy]-azetidine-1-carboxylic acid tert-butyl ester). Yield: 62.5%. As a reaction SMILES: [C:1]([O:5][C:6]([N:8]1[CH2:11][CH:10]([O:12][C:13]2[CH:18]=[C:17]([Cl:19])[CH:16]=[CH:15][C:14]=2[OH:20])[CH2:9]1)=[O:7])([CH3:4])([CH3:3])[CH3:2].[O:21]1[CH2:25][CH2:24][CH:23]([CH2:26]O)[CH2:22]1.C(C=P(CCCC)(CCCC)CCCC)#N>C1(C)C=CC=CC=1>[C:1]([O:5][C:6]([N:8]1[CH2:9][CH:10]([O:12][C:13]2[CH:18]=[C:17]([Cl:19])[CH:16]=[CH:15][C:14]=2[O:20][CH2:26][CH:23]2[CH2:24][CH2:25][O:21][CH2:22]2)[CH2:11]1)=[O:7])([CH3:4])([CH3:2])[CH3:3]. Procedure details: A mixture of 3-(5-chloro-2-hydroxy-phenoxy)-azetidine-1-carboxylic acid tert-butyl ester (0.5 mmol), tetrahydro-furan-3-yl-methanol (0.5 mmol), and cyanomethylenetri-n-butylphosphorane (0.5 mmol) in toluene (3 mL) was heated at 120° C. in a microwave reactor for 1 h. The mixture was cooled to rt and purified via PTLC providing 3-[5-chloro-2-(tetrahydro-furan-3-ylmethoxy)-phenoxy]-azetidine-1-carboxylic acid tert-butyl ester (120 mg). To this compound was added CH2Cl2 (20 mL) and TFA (3 mL). Afte...